Dataset: the Open Reaction Database (ORD), a public repository of structured organic reaction records. Task: describe an organic reaction: reactants, conditions, products, and yield Reactants: O1COC2=C1C=CC(=C2)C2NCC1=C2NC=2C=CC=CC2C1=O (3-(1,3-benzodioxol-5-yl)-1,2,3,4-tetrahydro-9H-pyrrolo[3,4-b]quinolin-9-one), BrC1=CC=C(C=C1)N1C=NC=C1 (1-(4-bromo-phenyl)-1H-imidazole), C1(=C(C=CC=C1)P(C(C)(C)C)C(C)(C)C)C1=CC=CC=C1 (biphenyl-2-yl-di-tert-butyl-phosphane), CC(C)(C)[O-].[Na+] (NaOtBu). Reagents/catalysts: C=1C=CC(=CC1)/C=C/C(=O)/C=C/C2=CC=CC=C2.C=1C=CC(=CC1)/C=C/C(=O)/C=C/C2=CC=CC=C2.C=1C=CC(=CC1)/C=C/C(=O)/C=C/C2=CC=CC=C2.[Pd].[Pd] (Pd2dba3). Run in O1CCOCC1 (1,4-dioxane). Product: O1COC2=C1C=CC(=C2)C2N(CC1=C2NC=2C=CC=CC2C1=O)C1=CC=C(C=C1)N1C=NC=C1 (3-Benzo[1,3]dioxol-5-yl-2-(4-imidazol-1-yl-phenyl)-1,2,3,4-tetrahydro-pyrrolo[3,4-b]quinolin-9-one). As a reaction SMILES: [O:1]1[C:5]2[CH:6]=[CH:7][C:8]([CH:10]3[C:14]4[NH:15][C:16]5[CH:17]=[CH:18][CH:19]=[CH:20][C:21]=5[C:22](=[O:23])[C:13]=4[CH2:12][NH:11]3)=[CH:9][C:4]=2[O:3][CH2:2]1.Br[C:25]1[CH:30]=[CH:29][C:28]([N:31]2[CH:35]=[CH:34][N:33]=[CH:32]2)=[CH:27][CH:26]=1.C1(C2C=CC=CC=2)C=CC=CC=1P(C(C)(C)C)C(C)(C)C.CC([O-])(C)C.[Na+]>O1CCOCC1.C1C=CC(/C=C/C(/C=C/C2C=CC=CC=2)=O)=CC=1.C1C=CC(/C=C/C(/C=C/C2C=CC=CC=2)=O)=CC=1.C1C=CC(/C=C/C(/C=C/C2C=CC=CC=2)=O)=CC=1.[Pd].[Pd]>[O:1]1[C:5]2[CH:6]=[CH:7][C:8]([CH:10]3[C:14]4[NH:15][C:16]5[CH:17]=[CH:18][CH:19]=[CH:20][C:21]=5[C:22](=[O:23])[C:13]=4[CH2:12][N:11]3[C:25]3[CH:30]=[CH:29][C:28]([N:31]4[CH:35]=[CH:34][N:33]=[CH:32]4)=[CH:27][CH:26]=3)=[CH:9][C:4]=2[O:3][CH2:2]1 |f:3.4,6.7.8.9.10|. Reported procedure: 3-(1,3-benzodioxol-5-yl)-1,2,3,4-tetrahydro-9H-pyrrolo[3,4-b]quinolin-9-one (30.6 mg, 0.1 mmol), 1-(4-bromo-phenyl)-1H-imidazole (22.3 mg, 0.1 mmol), Pd2dba3 (4.6 mg, 0.005 mmol), biphenyl-2-yl-di-tert-butyl-phosphane 3.0 mg, 0.01 mmol) and NaOtBu (14 mg, 0.14 mmol) were stirred in 1,4-dioxane (0.6 mL) at 89° C. for 17 hours. Purification by preparative TLC (5% CH3OH/CH2Cl2) yielded the title product as yellow powder. Reactants: O (Water), ClC1=C(C=CC=C1[N+](=O)[O-])O (2-chloro-3-nitrophenol), C([O-])([O-])=O.[Cs+].[Cs+] (cesium carbonate), C(C1=CC=CC=C1)Br (benzyl bromide). Solvent: CN(C=O)C (dimethylformamide). Reaction conditions: temperature 0 celsius, time 16 hour. Product: C(C1=CC=CC=C1)OC1=C(C(=CC=C1)[N+](=O)[O-])Cl (1-(benzyloxy)-2-chloro-3-nitrobenzene). As a reaction SMILES: [Cl:1][C:2]1[C:7]([N+:8]([O-:10])=[O:9])=[CH:6][CH:5]=[CH:4][C:3]=1[OH:11].C(=O)([O-])[O-].[Cs+].[Cs+].[CH2:18](Br)[C:19]1[CH:24]=[CH:23][CH:22]=[CH:21][CH:20]=1.O>CN(C)C=O>[CH2:18]([O:11][C:3]1[CH:4]=[CH:5][CH:6]=[C:7]([N+:8]([O-:10])=[O:9])[C:2]=1[Cl:1])[C:19]1[CH:24]=[CH:23][CH:22]=[CH:21][CH:20]=1 |f:1.2.3|. Procedure details: A mixture of 5.37 g (30.9 mmol) of 2-chloro-3-nitrophenol and 12.6 g (38.7 mmol) of cesium carbonate in 60 mL of dimethylformamide (DMF) was cooled to 0° C. and 4.04 mL (34.0 mmol) of benzyl bromide was added. The mixture was warmed to 22° C. and stirred for 16 hours. Water was added and the resulting mixture was extracted with ether. The organic extract was dried (Na2SO4) and evaporated. The residue was crystallized from ethyl acetate and hexane to give 1-(benzyloxy)-2-chloro-3-nitrobenzene. Reactants: ClC1=NC(=CC(=N1)C(C)(C)O)C1=CC=C(C=C1)C(F)(F)F (2-[2-chloro-6-(4-trifluoromethyl-phenyl)-pyrimidin-4-yl]-propan-2-ol), CC=1OC(=CN1)C1=CC=C(C=C1)N (4-(2-methyl-oxazol-5-yl)-phenylamine). Yields the product CC=1OC(=CN1)C1=CC=C(C=C1)NC1=NC(=CC(=N1)C(C)(C)O)C1=CC=C(C=C1)C(F)(F)F (2-[2-[4-(2-Methyl-oxazol-5-yl)-phenylamino]-6-(4-trifluoromethyl-phenyl)-pyrimidin-4-yl]-propan-2-ol). Yield: 21.3%. Reaction SMILES: Cl[C:2]1[N:7]=[C:6]([C:8]([OH:11])([CH3:10])[CH3:9])[CH:5]=[C:4]([C:12]2[CH:17]=[CH:16][C:15]([C:18]([F:21])([F:20])[F:19])=[CH:14][CH:13]=2)[N:3]=1.[CH3:22][C:23]1[O:24][C:25]([C:28]2[CH:33]=[CH:32][C:31]([NH2:34])=[CH:30][CH:29]=2)=[CH:26][N:27]=1>>[CH3:22][C:23]1[O:24][C:25]([C:28]2[CH:33]=[CH:32][C:31]([NH:34][C:2]3[N:7]=[C:6]([C:8]([OH:11])([CH3:10])[CH3:9])[CH:5]=[C:4]([C:12]4[CH:17]=[CH:16][C:15]([C:18]([F:21])([F:20])[F:19])=[CH:14][CH:13]=4)[N:3]=3)=[CH:30][CH:29]=2)=[CH:26][N:27]=1. Reported procedure: Using in analogous manner the procedure described in example 1e), 2-[2-chloro-6-(4-trifluoromethyl-phenyl)-pyrimidin-4-yl]-propan-2-ol (95 mg, 0.3 mmol) was reacted with 4-(2-methyl-oxazol-5-yl)-phenylamine (52 mg, 0.3 mmol) to give the title compound as light yellow solid (29 mg, 21%). MS ISP (m/e): 455.2 [(M+H)+]. 1H NMR (CDCl3, 300 MHz): δ (ppm)=8.20, 7.78, 7.75 and 7.63 (4 d, 4×2H), 7.31 (s, 2H), 7.16 (s, 1H), 3.93 (s, 1H), 2.53 (s, 3H), 1.61 (s, 6H). Starting materials: N1(CCNCC1)C=1C=CC=2N(N1)C(=NN2)C(F)(F)F (6-(piperazin-1-yl)-3-(trifluoromethyl)-[1,2,4]triazolo[4,3-b]pyridazine), N1=CC(=CC=C1)C1=CC=C(C=O)C=C1 (4-pyridin-3-ylbenzaldehyde). Product: N1=CC(=CC=C1)C1=CC=C(C=C1)CN1CCN(CC1)C=1C=CC=2N(N1)C(=NN2)C(F)(F)F (6-[4-[(4-pyridin-3-ylphenyl)methyl]piperazin-1-yl]-3-(trifluoromethyl)-[1,2,4]triazolo[4,3-b]pyridazine). Reaction SMILES: [N:1]1([C:7]2[CH:8]=[CH:9][C:10]3[N:11]([C:13]([C:16]([F:19])([F:18])[F:17])=[N:14][N:15]=3)[N:12]=2)[CH2:6][CH2:5][NH:4][CH2:3][CH2:2]1.[N:20]1[CH:25]=[CH:24][CH:23]=[C:22]([C:26]2[CH:33]=[CH:32][C:29]([CH:30]=O)=[CH:28][CH:27]=2)[CH:21]=1>>[N:20]1[CH:25]=[CH:24][CH:23]=[C:22]([C:26]2[CH:27]=[CH:28][C:29]([CH2:30][N:4]3[CH2:3][CH2:2][N:1]([C:7]4[CH:8]=[CH:9][C:10]5[N:11]([C:13]([C:16]([F:17])([F:18])[F:19])=[N:14][N:15]=5)[N:12]=4)[CH2:6][CH2:5]3)=[CH:32][CH:33]=2)[CH:21]=1. Procedure details: Reductive amination of 6-(piperazin-1-yl)-3-(trifluoromethyl)-[1,2,4]triazolo[4,3-b]pyridazine with 4-pyridin-3-ylbenzaldehyde was carried out according to General Synthetic Method 7. The crude product was purified by hplc using a Waters XBridge Prep C18 OBD column, 5μ silica, 30 mm diameter, 100 mm length eluted with decreasingly polar mixtures of water (containing 0.1% aqueous ammonia) and acetonitrile as eluents to give 6-[4-[(4-pyridin-3-ylphenyl)methyl]piperazin-1-yl]-3-(trifluoromethyl)-[1...